This data is from the Open Reaction Database (ORD), a public repository of structured organic reaction records. The task is: describe an organic reaction: reactants, conditions, products, and yield Starting materials: N(N)C(=O)C1CN(CC1)C(=O)OC(C)(C)C (tert-butyl 3-(hydrazinecarbonyl)pyrrolidine-1-carboxylate), ON1N=NC2=C1C=CC=C2 (1-hydroxybenzotriazole), Cl.C(C)N=C=NCCCN(C)C (1-ethyl-(3-dimethylaminopropyl) carbodiimide hydrochloride), C(C1=CC=CC=C1)ON1[C@@H]2CC[C@H](N(C1=O)C2)C(=O)O ((2S,5R)-6-(benzyloxy)-7-oxo-1,6-diazabicyclo[3.2.1]octane-2-carboxylic acid). Solvent: C(Cl)Cl (DCM). Conditions: time 8 hour. Product: C(C1=CC=CC=C1)ON1[C@@H]2CC[C@H](N(C1=O)C2)C(=O)NNC(=O)C2CN(CC2)C(=O)OC(C)(C)C (tert-butyl 3-[(2-{[(2S,5R)-6-(benzyloxy)-7-oxo-1,6-diazabicyclo[3.2.1]oct-2-yl]carbonyl}hydrazinyl)carbonyl]pyrrolidine-1-carboxylate). As a reaction SMILES: [CH2:1]([O:8][N:9]1[C:15](=[O:16])[N:14]2[CH2:17][C@H:10]1[CH2:11][CH2:12][C@H:13]2[C:18]([OH:20])=O)[C:2]1[CH:7]=[CH:6][CH:5]=[CH:4][CH:3]=1.[NH:21]([C:23]([CH:25]1[CH2:29][CH2:28][N:27]([C:30]([O:32][C:33]([CH3:36])([CH3:35])[CH3:34])=[O:31])[CH2:26]1)=[O:24])[NH2:22].ON1C2C=CC=CC=2N=N1.Cl.C(N=C=NCCCN(C)C)C>C(Cl)Cl>[CH2:1]([O:8][N:9]1[C:15](=[O:16])[N:14]2[CH2:17][C@H:10]1[CH2:11][CH2:12][C@H:13]2[C:18]([NH:22][NH:21][C:23]([CH:25]1[CH2:29][CH2:28][N:27]([C:30]([O:32][C:33]([CH3:36])([CH3:35])[CH3:34])=[O:31])[CH2:26]1)=[O:24])=[O:20])[C:2]1[CH:3]=[CH:4][CH:5]=[CH:6][CH:7]=1 |f:3.4|. Reported procedure: To a mixture of (2S,5R)-6-(benzyloxy)-7-oxo-1,6-diazabicyclo[3.2.1]octane-2-carboxylic acid 1 (0.304 g, 1.10 mmol) in DCM (20.0 mL) were added tert-butyl 3-(hydrazinecarbonyl)pyrrolidine-1-carboxylate 221 (0.380 g, 1.65 mmol), 1-hydroxybenzotriazole (0.223 g, 1.65 mmol) and 1-ethyl-(3-dimethylaminopropyl) carbodiimide hydrochloride (0.315 g, 1.65 mmol) sequentially at room temperature. The mixture was stirred at room temperature overnight, concentrated to provide a residue which was subjected to... Reactants: BrC1=CC=C(C(=N1)[N+](=O)[O-])O (6-bromo-2-nitropyridin-3-ol), [H-].[Na+] (sodium hydride), oil, C(C1=CC=CC=C1)Br (Benzyl bromide). Solvent: CN(C)C=O (DMF), O (water). Run at temperature 0 celsius, time 15 minute. The product is C(C1=CC=CC=C1)OC=1C(=NC(=CC1)Br)[N+](=O)[O-] (3-Benzyloxy-6-bromo-2-nitropyridine). The yield is 67.2%. Reaction SMILES: [Br:1][C:2]1[N:7]=[C:6]([N+:8]([O-:10])=[O:9])[C:5]([OH:11])=[CH:4][CH:3]=1.[H-].[Na+].[CH2:14](Br)[C:15]1[CH:20]=[CH:19][CH:18]=[CH:17][CH:16]=1>CN(C=O)C.O>[CH2:14]([O:11][C:5]1[C:6]([N+:8]([O-:10])=[O:9])=[N:7][C:2]([Br:1])=[CH:3][CH:4]=1)[C:15]1[CH:20]=[CH:19][CH:18]=[CH:17][CH:16]=1 |f:1.2|. Procedure details: To a solution of 6-bromo-2-nitropyridin-3-ol (1.0 g, 4.6 mmol), in anhydrous DMF (15 mL) at 0° C. was added 60% sodium hydride in mineral oil (200 mg, 5.0 mmol). The reaction mixture was stirred at 0° C. for 5 min and at room temperature for 15 min. Benzyl bromide (0.6 mL, 5.0 mmol) was added dropwise and the resulting mixture was stirred at 60° C. for 1 hour, cooled to room temperature, diluted with water and extracted with EtOAc. The organic layer was separated and washed with water and brine,... Starting materials: C(C1=CC=C(C=C1)OC)=O (p-anisaldehyde), ClC1=CC=C(C=C1)C1(CCC1)C(C)N (1-[1-(4-chlorophenyl)cyclobutyl]ethylamine), base. Run in C1(=CC=CC=C1)C (toluene). The product is Cl.COC1=CC=C(CNC(C)C2(CCC2)C2=CC=C(C=C2)Cl)C=C1 (N-(4-methoxybenzyl)-1-[1-(4-chlorophenyl)cyclobutyl]ethylamine hydrochloride). RXN SMILES: [CH:1](=O)[C:2]1[CH:7]=[CH:6][C:5]([O:8][CH3:9])=[CH:4][CH:3]=1.[Cl:11][C:12]1[CH:17]=[CH:16][C:15]([C:18]2([CH:22]([NH2:24])[CH3:23])[CH2:21][CH2:20][CH2:19]2)=[CH:14][CH:13]=1>C1(C)C=CC=CC=1>[ClH:11].[CH3:9][O:8][C:5]1[CH:6]=[CH:7][C:2]([CH2:1][NH:24][CH:22]([C:18]2([C:15]3[CH:14]=[CH:13][C:12]([Cl:11])=[CH:17][CH:16]=3)[CH2:19][CH2:20][CH2:21]2)[CH3:23])=[CH:3][CH:4]=1 |f:3.4|. Procedure: A solution of p-anisaldehyde (6.43 g) and 1-[1-(4-chlorophenyl)cyclobutyl]ethylamine (see Example 1(b) of published British Patent Specification No. 2098602) in the form of its free base (9.09 g) in dry toluene (50 ml) was heated under reflux for 20 hours under nitrogen and water was removed by means of a Dean-Stark apparatus. The reaction mixture was cooled and solid sodium borohydride (4.1 g) was added. Methanol (40 ml) was added dropwise at a temperature of 25°-30° C. The mixture was heated u... Starting materials: CON=C(C)CCCN1C(=NC=2C=NC=3C=CC=CC3C21)CCC (5-(2-propyl-1H-imidazo[4,5-c]quinolin-1-yl)pentan-2-one O-methyloxime), CON=CCCCN1C(=NC=2C=NC=3C=CC=CC3C21)CCC (4-(2-propyl-1H-imidazo[4,5-c]quinolin-1-yl)butyraldehyde O-methyloxime). Product: CONC(CCCN1C(=NC=2C=NC=3C=CC=CC3C21)CCC)C (O-methyl-N-[1-methyl-4-(2-propyl-1H-imidazo[4,5-c]quinolin-1-yl)butyl]hydroxylamine). Isolated yield 60.7%. As a reaction SMILES: [CH3:1][O:2][N:3]=[C:4]([CH2:6][CH2:7][CH2:8][N:9]1[C:21]2[C:20]3[CH:19]=[CH:18][CH:17]=[CH:16][C:15]=3[N:14]=[CH:13][C:12]=2[N:11]=[C:10]1[CH2:22][CH2:23][CH3:24])[CH3:5].CON=CCCCN1C2C3C=CC=CC=3N=CC=2N=C1CCC>>[CH3:1][O:2][NH:3][CH:4]([CH3:5])[CH2:6][CH2:7][CH2:8][N:9]1[C:21]2[C:20]3[CH:19]=[CH:18][CH:17]=[CH:16][C:15]=3[N:14]=[CH:13][C:12]=2[N:11]=[C:10]1[CH2:22][CH2:23][CH3:24]. Procedure: A modification of the general procedure of Part E of Example 6 was followed to treat 5-(2-propyl-1H-imidazo[4,5-c]quinolin-1-yl)pentan-2-one O-methyloxime (4.6 g, 14.17 mmol) in lieu of 4-(2-propyl-1H-imidazo[4,5-c]quinolin-1-yl)butyraldehyde O-methyloxime. Purification with flash column chromatography on silica gel (eluting with 5% methanol in dichloromethane) afforded 2.81 g of O-methyl-N-[1-methyl-4-(2-propyl-1H-imidazo[4,5-c]quinolin-1-yl)butyl]hydroxylamine.